Dataset: the Open Reaction Database (ORD), a public repository of structured organic reaction records. Task: describe an organic reaction: reactants, conditions, products, and yield Run in C1(=CC=CC=C1)C (toluene). Procedure: A solution of 8.0 g. of 1-Isopropyl-1-(2,3-dihydro-6-benzofuranyl)urea, 3.6 ml. of benzaldehyde, 5 drops of methanesulfonic acid and 200 ml. of toluene is stirred and refluxed under a water separator for 20 hours. The resulting solution is cooled and the cooled solution is washed twice with 150 ml. water, dried with anhydrous magnesium sulfate, filtered and concentrated in vacuo. The residue is dissolved in a minimum amount of chloroform and chromatographed on silica gel (200 g.) using chlorofor... The product is C(C)(C)N1C(NC(C2=CC3=C(C=C12)OCC3)C3=CC=CC=C3)=O (1-isopropyl-4-phenyl-3,4,6,7-tetrahydro-furo[3,2-g] quinazolin-2(1H)-one). As a reaction SMILES: [CH:1]([N:4]([C:8]1[CH:16]=[CH:15][C:11]2[CH2:12][CH2:13][O:14][C:10]=2[CH:9]=1)[C:5]([NH2:7])=[O:6])([CH3:3])[CH3:2].[CH:17](=O)[C:18]1[CH:23]=[CH:22][CH:21]=[CH:20][CH:19]=1>CS(O)(=O)=O.C1(C)C=CC=CC=1>[CH:1]([N:4]1[C:8]2[C:16](=[CH:15][C:11]3[CH2:12][CH2:13][O:14][C:10]=3[CH:9]=2)[CH:17]([C:18]2[CH:23]=[CH:22][CH:21]=[CH:20][CH:19]=2)[NH:7][C:5]1=[O:6])([CH3:3])[CH3:2]. Starting materials: C(C)(C)N(C(=O)N)C1=CC2=C(CCO2)C=C1 (1-Isopropyl-1-(2,3-dihydro-6-benzofuranyl)urea), C(C1=CC=CC=C1)=O (benzaldehyde). The reagents and catalysts are CS(=O)(=O)O (methanesulfonic acid). Reactants: COC(C1=CC(=CC=C1)CN1C(C(C2=CC=CC=C12)=C(C(C)C)C1=CC=C(C=C1)Cl)=O)=O (3-{3-[1-(4-chloro-phenyl)-2-methyl-propylidene]-2-oxo-2,3-dihydro-indol-1-ylmethyl}-benzoic acid methyl ester), [OH-].[Li+] (lithium hydroxide). The solvent is C1CCOC1 (THF), O (water). Reaction conditions: time 12 hour. The product is ClC1=CC=C(C=C1)C(C(C)C)=C1C(N(C2=CC=CC=C12)CC=1C=C(C(=O)O)C=CC1)=O (3-{3-[1-(4-chloro-phenyl)-2-methyl-propylidene]-2-oxo-2,3-dihydro-indol-1-ylmethyl}-benzoic acid). Yield: 51.5%. As a reaction SMILES: C[O:2][C:3](=[O:32])[C:4]1[CH:9]=[CH:8][CH:7]=[C:6]([CH2:10][N:11]2[C:19]3[C:14](=[CH:15][CH:16]=[CH:17][CH:18]=3)[C:13](=[C:20]([C:24]3[CH:29]=[CH:28][C:27]([Cl:30])=[CH:26][CH:25]=3)[CH:21]([CH3:23])[CH3:22])[C:12]2=[O:31])[CH:5]=1.[OH-].[Li+]>C1COCC1.O>[Cl:30][C:27]1[CH:26]=[CH:25][C:24]([C:20](=[C:13]2[C:14]3[C:19](=[CH:18][CH:17]=[CH:16][CH:15]=3)[N:11]([CH2:10][C:6]3[CH:5]=[C:4]([CH:9]=[CH:8][CH:7]=3)[C:3]([OH:32])=[O:2])[C:12]2=[O:31])[CH:21]([CH3:23])[CH3:22])=[CH:29][CH:28]=1 |f:1.2|. Reported procedure: A solution of 3-{3-[1-(4-chloro-phenyl)-2-methyl-propylidene]-2-oxo-2,3-dihydro-indol-1-ylmethyl}-benzoic acid methyl ester (0.40 g, 0.90 mmol) was dissolved in THF 15 ml. Then a solution of lithium hydroxide (0.38 g, 9.0 mmol) in water (3.0 ml) was added. After stirring for 12 hours, the solvent was removed under reduced pressure. The residue was dissolved in 2 ml DMF for prepared HPLC to give 3-{3-[1-(4-chloro-phenyl)-2-methyl-propylidene]-2-oxo-2,3-dihydro-indol-1-ylmethyl}-benzoic acid as a ... Reactants: COC(=O)C1=NC(=CC(=C1Cl)NC(C)=O)Cl (methyl-4-acetamido-3,6-dichloropyridine-2-carboxylate), FC1=C(C=CC(=C1OC)C(F)(F)F)[Sn](C)(C)C ((2-fluoro-3-methoxy-4-trifluoromethylphenyl)trimethyl stannane), [F-].[Cs+] (Cesium fluoride), C1(=CC=CC=C1)P(CCCCP(C1=CC=CC=C1)C1=CC=CC=C1)C1=CC=CC=C1 (1,4-bis(diphenylphosphino)butane). The reagents and catalysts are C(C)(=O)[O-].[Pd+2].C(C)(=O)[O-] (palladium acetate). The solvent is C(C)#N (acetonitrile). Yields the product COC(=O)C1=NC(=CC(=C1Cl)NC(C)=O)C1=C(C(=C(C=C1)C(F)(F)F)OC)F (4-acetylamino-3-chloro-6-(2-fluoro-3-methoxy-4-trifluoromethylphenyl)pyridine-2-carboxylic acid methyl ester). The yield is 10.0%. RXN SMILES: [CH3:1][O:2][C:3]([C:5]1[C:10]([Cl:11])=[C:9]([NH:12][C:13](=[O:15])[CH3:14])[CH:8]=[C:7](Cl)[N:6]=1)=[O:4].[F:17][C:18]1[C:23]([O:24][CH3:25])=[C:22]([C:26]([F:29])([F:28])[F:27])[CH:21]=[CH:20][C:19]=1[Sn](C)(C)C.[F-].[Cs+].C1(P(C2C=CC=CC=2)CCCCP(C2C=CC=CC=2)C2C=CC=CC=2)C=CC=CC=1>C(#N)C.C([O-])(=O)C.[Pd+2].C([O-])(=O)C>[CH3:1][O:2][C:3]([C:5]1[C:10]([Cl:11])=[C:9]([NH:12][C:13](=[O:15])[CH3:14])[CH:8]=[C:7]([C:19]2[CH:20]=[CH:21][C:22]([C:26]([F:28])([F:29])[F:27])=[C:23]([O:24][CH3:25])[C:18]=2[F:17])[N:6]=1)=[O:4] |f:2.3,6.7.8|. Procedure details: In an oven dried, nitrogen flushed 100 mL 3 neck flask equipped with a condenser and a magnetic stirbar was dissolved methyl-4-acetamido-3,6-dichloropyridine-2-carboxylate (1.2 g, 4.6 mmol) and (2-fluoro-3-methoxy-4-trifluoromethylphenyl)trimethyl stannane (1.7 g, 4.6 mmol) in acetonitrile (15 mL) and the resulting solution was de-aerated with a purge of nitrogen for 15 minutes. Cesium fluoride (2.1 g, 13.9 mmol), 1,4-bis(diphenylphosphino)butane (0.2 g, 0.46 mmol) and palladium acetate (0.1 g, ... Conditions: time 1 hour. The product is FC(C(\C=C/C1=CC=CC=C1)O)(F)F ((Z)-1,1,1-trifluoro-4-phenyl-3-butene-2-ol). Reagents/catalysts: [CH-]1[C-]=[C-][C-]=[C-]1.[CH-]1[C-]=[C-][C-]=[C-]1.Cl[Ti]Cl (dichlorobis(π-cyclopentadienyl)titanium). Reaction SMILES: C([Mg]Cl)C(C)C.C(Cl)C(C)C.[Mg].[F:13][C:14]([F:26])([F:25])[CH:15]([OH:24])[C:16]#[C:17][C:18]1[CH:23]=[CH:22][CH:21]=[CH:20][CH:19]=1>CCOCC.[CH-]1[C-]=[C-][C-]=[C-]1.[CH-]1[C-]=[C-][C-]=[C-]1.Cl[Ti]Cl>[F:13][C:14]([F:25])([F:26])[CH:15]([OH:24])/[CH:16]=[CH:17]\[C:18]1[CH:19]=[CH:20][CH:21]=[CH:22][CH:23]=1 |f:5.6.7|. Procedure: In an isobutylmagnesium chloride solution that was prepared by reacting isobutyl chloride (2.34 g, 25 mmol) and magnesium (0.66 g, 27 mmol) in dry ether (30 ml) at 0° C., dichlorobis(π-cyclopentadienyl)titanium (0.14 g, 0.56 mmol) and 1,1,1,-trifluoro-4-phenyl-3-butyne-2-ol (2g, 10 mmol) were slowly added at 0° C. After 1 hour agitation at the same temperature, the reaction mixture was treated by a method similar to the one in the above Examples to obtain (Z)-1,1,1-trifluoro-4-phenyl-3-butene-2-... The yield is 53.0%. The solvent is CCOCC (ether). Reactants: C(C(C)C)[Mg]Cl (isobutylmagnesium chloride), FC(C(C#CC1=CC=CC=C1)O)(F)F (1,1,1,-trifluoro-4-phenyl-3-butyne-2-ol), C(C(C)C)Cl (isobutyl chloride), [Mg] (magnesium). Reactants: COC1=CC=CC=2C1=CC=C1N=C3C=CC=C(C3=NC21)C(=O)O (4-methoxy-benzo[a]phenazine-11-carboxylic acid), C(=O)(N1C=NC=C1)N1C=NC=C1 (1,1′-carbonyldiimidazole), CN(CCN)C (N,N-dimethylethylenediamine). Run in CN(C=O)C (N,N-dimethylformamide). Run at time 30 minute. The product is CN(CCNC(=O)C1=CC=CC2=NC3=CC=C4C(=C3N=C12)C=CC=C4OC)C (4-Methoxy-benzo[a]phenazine-11-carboxylic acid (2-dimethylamino-ethyl)-amide). Yield: 75.6%. RXN SMILES: [CH3:1][O:2][C:3]1[C:8]2=[CH:9][CH:10]=[C:11]3[C:20]([N:19]=[C:18]4[C:13]([CH:14]=[CH:15][CH:16]=[C:17]4[C:21]([OH:23])=O)=[N:12]3)=[C:7]2[CH:6]=[CH:5][CH:4]=1.[C:24](N1C=CN=C1)([N:26]1[CH:30]=[CH:29][N:28]=[CH:27]1)=O.CN(C)CCN>CN(C)C=O>[CH3:24][N:26]([CH3:27])[CH2:30][CH2:29][NH:28][C:21]([C:17]1[C:18]2[C:13](=[N:12][C:11]3[C:20]([N:19]=2)=[C:7]2[CH:6]=[CH:5][CH:4]=[C:3]([O:2][CH3:1])[C:8]2=[CH:9][CH:10]=3)[CH:14]=[CH:15][CH:16]=1)=[O:23]. Procedure: A mixture of 4-methoxy-benzo[a]phenazine-11-carboxylic acid (II.1) (129 mg) and 1,1′-carbonyldiimidazole (138 mg) was stirred in dry N,N-dimethylformamide (8 mL) at room temperature for 4 hours. To this mixture was added N,N-dimethylethylenediamine (commercially available)(0.5 mL) and the reaction mixture was stirred at room temperature for a further 30 minutes. The volatiles were then removed in vacuo. The residue was dissolved in dichloromethane, washed with water, dried (MgSO4) and the solven... The reactants are CC(C)(C)[Si](OCCN(CCCCO)S(=O)(=O)c1ccc(-c2ccccc2)cc1)(c1ccccc1)c1ccccc1, CC(C)(C)[NH3+], [F-]. Product: O=S(=O)(c1ccc(-c2ccccc2)cc1)N(CCO)CCCCO. RXN SMILES: [C:1]([Si:2]([c:3]1[cH:4][cH:5][cH:30][cH:31][cH:32]1)([O:6][CH2:7][CH2:8][N:9]([S:10](=[O:11])(=[O:12])[c:13]1[cH:14][cH:15][c:16](-[c:19]2[cH:20][cH:21][cH:22][cH:23][cH:24]2)[cH:17][cH:18]1)[CH2:25][CH2:26][CH2:27][CH2:28][OH:29])[c:33]1[cH:34][cH:35][cH:36][cH:37][cH:38]1)([CH3:39])([CH3:40])[CH3:41].[C:43]([NH3+:44])([CH3:45])([CH3:46])[CH3:47].[F-:42]>>[OH:6][CH2:7][CH2:8][N:9]([S:10](=[O:11])(=[O:12])[c:13]1[cH:14][cH:15][c:16](-[c:19]2[cH:20][cH:21][cH:22][cH:23][cH:24]2)[cH:17][cH:18]1)[CH2:25][CH2:26][CH2:27][CH2:28][OH:29]. The reactants are S1C(=CC=2C=NC=CC21)C(C)=O (1-(thieno[3,2-c]pyridin-2-yl) ethanone), [H-].[H-].[H-].[H-].[Li+].[Al+3] (LiAlH4). Run in C1CCOC1 (THF). Reaction conditions: time 1 hour. The product is S1C(=CC=2C=NC=CC21)C(C)O (1-(Thieno[3,2-c]pyridin-2-yl)ethanol). As a reaction SMILES: [S:1]1[C:9]2[CH:8]=[CH:7][N:6]=[CH:5][C:4]=2[CH:3]=[C:2]1[C:10](=[O:12])[CH3:11].[H-].[H-].[H-].[H-].[Li+].[Al+3]>C1COCC1>[S:1]1[C:9]2[CH:8]=[CH:7][N:6]=[CH:5][C:4]=2[CH:3]=[C:2]1[CH:10]([OH:12])[CH3:11] |f:1.2.3.4.5.6|. Reported procedure: To a solution of 1-(thieno[3,2-c]pyridin-2-yl) ethanone (D′-3) (3.5 g, 1 mmol) in anhydrous THF (50 mL) was added LiAlH4 (1.13 g, 1.5 mmol) in portions at 0° C. The suspension was stirred under this temperature for 1 h. The reaction mixture was quenched with saturated aqueous NH4Cl solution and filtered. The filtrate was washed with brine, concentrated, and then used for the next step without any further purification.